From a dataset of the Open Reaction Database (ORD), a public repository of structured organic reaction records. describe an organic reaction: reactants, conditions, products, and yield Reactants: COC(N)=O (carbamic acid methyl ester), COC(NC(C(C)C)C(=O)N1C(CCC1)C=1NC(=CN1)C#C)=O ({1-[2-(5-Ethynyl-1H-imidazol-2-yl)-pyrrolidine-1-carbonyl]-2-methyl-propyl}-carbamic acid methyl ester), COC(NC(C(C)C)C(=O)N1C(CCC1)C=1NC(=CN1)C#CC1=CC=C(C=C1)Br)=O ((1-{2-[5-(4-bromo-phenylethynyl)-1H-imidazol-2-yl]-pyrrolidine-1-carbonyl}-2-methyl-propyl)-carbamic acid methyl ester), COC(NC(C(C)C)C(=O)N1C(CCC1)C=1NC(=CN1)C1=CC2=CC=C(C=C2C=C1)C#C)=O ((1-{2-[5-(6-Ethynyl-naphthalen-2-yl)-1H-imidazol-2-yl]-pyrrolidine-1-carbonyl}-2-methyl-propyl)-carbamic acid methyl ester). Yields the product COC(NC(C(C)C)C(=O)N1C(CCC1)C=1NC(=CN1)C1=CC2=CC=C(C=C2C=C1)C#CC1=CC2=C(N=C(N2)C2N(C3CCC2C3)C(C(C(C)C)NC(=O)OC)=O)C=C1)=O ((1-{2-[5-(6-{2-[2-(2-Methoxycarbonylamino-3-methyl-butyryl)-2-aza-bicyclo[2.2.1]hept-3-yl]-3H-benzoimidazol-5-ylethynyl}-naphthalen-2-yl)-1H-imidazol-2-yl]-pyrrolidine-1-carbonyl}-2-methyl-propyl)-carbamic acid methyl ester). RXN SMILES: COC(=O)N.[CH3:6][O:7][C:8](=[O:35])[NH:9][CH:10]([C:14]([N:16]1[CH2:20][CH2:19][CH2:18][CH:17]1[C:21]1[NH:22][C:23]([C:26]#[C:27][C:28]2[CH:33]=CC(Br)=CC=2)=[CH:24][N:25]=1)=[O:15])[CH:11]([CH3:13])[CH3:12].[CH3:36][O:37][C:38](=[O:68])[NH:39][CH:40]([C:44]([N:46]1[CH2:50][CH2:49][CH2:48][CH:47]1[C:51]1[NH:52][C:53]([C:56]2[CH:65]=[CH:64][C:63]3[C:58](=[CH:59][CH:60]=[C:61]([C:66]#[CH:67])[CH:62]=3)[CH:57]=2)=[CH:54][N:55]=1)=[O:45])[CH:41]([CH3:43])[CH3:42].COC(=O)N[CH:73](C(N1CCCC1C1NC(C#C)=CN=1)=O)[CH:74](C)C>>[CH3:36][O:37][C:38](=[O:68])[NH:39][CH:40]([C:44]([N:46]1[CH2:50][CH2:49][CH2:48][CH:47]1[C:51]1[NH:52][C:53]([C:56]2[CH:65]=[CH:64][C:63]3[C:58](=[CH:59][CH:60]=[C:61]([C:66]#[C:67][C:27]4[CH:28]=[CH:33][C:24]5[N:25]=[C:21]([CH:17]6[CH:18]7[CH2:19][CH:20]([CH2:73][CH2:74]7)[N:16]6[C:14](=[O:15])[CH:10]([NH:9][C:8]([O:7][CH3:6])=[O:35])[CH:11]([CH3:13])[CH3:12])[NH:22][C:23]=5[CH:26]=4)[CH:62]=3)[CH:57]=2)=[CH:54][N:55]=1)=[O:45])[CH:41]([CH3:43])[CH3:42]. Reported procedure: Title compound was prepared according to the method employed to prepare Methoxycarbonylamino-3-methyl-butyryl)-pyrrolidin-2-yl]-3H-imidazol-4-ylethynyl}-phenylethynyl)-1H-imidazol-2-yl]-pyrrolidine-1-carbonyl}-2-methyl-propyl)-carbamic acid methyl ester (Example CT), substituting {1-[3-(6-Bromo-1H-benzoimidazol-2-yl)-2-aza-bicyclo[2.2.1]heptane-2-carbonyl]-2-methyl-propyl}-carbamic acid methyl ester for (1-{2-[5-(4-bromo-phenylethynyl)-1H-imidazol-2-yl]-pyrrolidine-1-carbonyl}-2-methyl-propyl)-c... Reactants: C1(CCCCC1)C/C=C/CI ((2E)-4-cyclohexyl-1-iodobut-2-ene), [Cl-].[Na+] (sodium chloride), ( iii ), solution, C(CCC)[Li] (butyllithium), C(C)(C)NC(C)C (diisopropylamine), C(C1=CC=CC=C1)[C@@H]1N(C(OC1)=O)C(CC(C)C)=O ((4S)-4-benzyl-3-(3-methylbutyryl)oxazolidin-2-one). Solvent: O1CCCC1 (THF), CCCCCC (hexane), O1CCCC1 (tetrahydrofuran), O1CCCC1 (THF). Reaction conditions: temperature 0 celsius, time 30 minute. Yields the product C(C1=CC=CC=C1)[C@@H]1N(C(OC1)=O)C([C@@H](C\C=C\CC1CCCCC1)C(C)C)=O ((4S)-4-benzyl-3-[(2S,4E)-6-cyclohexyl-2-isopropylhex-4-enoyl]oxazolidin-2-one). Yield: 72.5%. RXN SMILES: C([Li])CCC.C(NC(C)C)(C)C.[CH2:13]([C@H:20]1[CH2:24][O:23][C:22](=[O:25])[N:21]1[C:26](=[O:31])[CH2:27][CH:28]([CH3:30])[CH3:29])[C:14]1[CH:19]=[CH:18][CH:17]=[CH:16][CH:15]=1.[CH:32]1([CH2:38]/[CH:39]=[CH:40]/[CH2:41]I)[CH2:37][CH2:36][CH2:35][CH2:34][CH2:33]1.[Cl-].[Na+]>CCCCCC.O1CCCC1>[CH2:13]([C@H:20]1[CH2:24][O:23][C:22](=[O:25])[N:21]1[C:26](=[O:31])[C@H:27]([CH:28]([CH3:29])[CH3:30])[CH2:41]/[CH:40]=[CH:39]/[CH2:38][CH:32]1[CH2:37][CH2:36][CH2:35][CH2:34][CH2:33]1)[C:14]1[CH:15]=[CH:16][CH:17]=[CH:18][CH:19]=1 |f:4.5|. Procedure details: The chloride (B) (38.6 g) was added to a solution of sodium iodide (55.7 g) in acetone (1 litre) and the solution was allowed to stand overnight. Hexane (500 ml) was added and the precipitated solid was removed by filtration. The filtrate was concentrated and the residue partitioned between water (500 ml) and hexane (500 ml). The organic phase was separated, washed with saturated sodium thiosulphate solution (500 ml) and saturated sodium chloride solution (2×500 ml), and dried (MgSO4). The solve... The reactants are C=CC1CN(Cc2ccccc2)CCN1Cc1ccccc1, B1C2CCCC1CCC2, Clc1ccc(I)cc1, [Na+], [OH-], c1ccc(P(c2ccccc2)c2ccccc2)cc1. The product is Clc1ccc(CCC2CN(Cc3ccccc3)CCN2Cc2ccccc2)cc1. Reaction SMILES: [CH2:1]([c:2]1[cH:3][cH:4][cH:5][cH:6][cH:7]1)[N:8]1[CH:9]([CH:21]=[CH2:22])[CH2:10][N:11]([CH2:14][c:15]2[cH:16][cH:17][cH:18][cH:19][cH:20]2)[CH2:12][CH2:13]1.[CH:23]12[CH2:24][CH2:25][CH2:26][CH:27]([BH:28]1)[CH2:29][CH2:30][CH2:31]2.[I:32][c:33]1[cH:34][cH:35][c:36]([Cl:39])[cH:37][cH:38]1.[Na+:60].[OH-:59].[c:40]1([P:41]([c:42]2[cH:43][cH:44][cH:45][cH:46][cH:47]2)[c:48]2[cH:49][cH:50][cH:51][cH:52][cH:53]2)[cH:54][cH:55][cH:56][cH:57][cH:58]1>>[CH2:1]([c:2]1[cH:3][cH:4][cH:5][cH:6][cH:7]1)[N:8]1[CH:9]([CH2:21][CH2:22][c:33]2[cH:34][cH:35][c:36]([Cl:39])[cH:37][cH:38]2)[CH2:10][N:11]([CH2:14][c:15]2[cH:16][cH:17][cH:18][cH:19][cH:20]2)[CH2:12][CH2:13]1. The reactants are [Li+].CC(C)[N-]C(C)C (LDA), COC=1C=C(CNC2=CC=C(C=C2)OC)C=C(C1OC)OC (3,4,5-trimethoxy-N-(4-methoxyphenyl)benzylamine), COC=1C=C(C=C(C1OC)OC)CC#N (3,4,5-trimethoxyphenyl-acetonitrile), COC1=CC=C(C=C1)CC#N (4-methoxyphenylacetonitrile), COC1=CC=C(CBr)C=C1 (4-methoxybenzyl bromide), COC=1C=C(CBr)C=C(C1OC)OC (3,4,5-trimethoxybenzyl bromide), OC1=CC=C(C=C1)CCC1=CC(=C(C(=C1)OC)OC)OC (1-(4-hydroxyphenyl)-2-(3,4,5-trimethoxyphenyl)ethane), dialkylaminoethyl chlorides. Solvent: CC(=O)C (acetone). Product: COC1=CC=C(C=C1)CC(=O)OC (methyl 4-methoxyphenylacetate), COC=1C=C(CBr)C=C(C1OC)OC (3,4,5-trimethoxybenzyl bromide), product 17j. As a reaction SMILES: OC1C=CC([CH2:8][CH2:9][C:10]2[CH:15]=[C:14](OC)[C:13]([O:18][CH3:19])=[C:12](OC)[CH:11]=2)=CC=1.[CH3:22][O:23]C1C=C(C=C(OC)C=1OC)CNC1C=CC(OC)=CC=1.C[O:45]C1C=C(CC#N)C=C(OC)C=1OC.COC1C=CC(CC#N)=CC=1.COC1C=CC(CBr)=CC=1.[CH3:80][O:81][C:82]1[CH:83]=[C:84]([CH:87]=[C:88]([O:92][CH3:93])[C:89]=1[O:90][CH3:91])[CH2:85][Br:86].[Li+].CC([N-]C(C)C)C>CC(C)=O>[CH3:19][O:18][C:13]1[CH:12]=[CH:11][C:10]([CH2:9][C:8]([O:23][CH3:22])=[O:45])=[CH:15][CH:14]=1.[CH3:93][O:92][C:88]1[CH:87]=[C:84]([CH:83]=[C:82]([O:81][CH3:80])[C:89]=1[O:90][CH3:91])[CH2:85][Br:86] |f:6.7|. Reported procedure: 4-Benzyloxy-3,5-dimethoxybenzaldehyde (13j) was prepared by the reaction of syringaldehyde with benzyl chloride in the presence of K2CO3 in boiling acetone. Similarly, reaction of t-butyldimethylsilyl chloride with syringaldehyde in DMF in the presence of N,N-diisopropylethylamine gave 4-(t-butyldimethylsilyl)-oxy-3,5-dimethoxybenzaldehyde (13k) (Scheme VII). Wittig reaction of phosphonium bromides 14a-b with benzaldehydes 13a-k in THF in the presence of sodium hydride followed by preparative th...